From a dataset of the Open Reaction Database (ORD), a public repository of structured organic reaction records. describe an organic reaction: reactants, conditions, products, and yield Starting materials: ( b ), C[C@]12CC[C@H]3[C@H]([C@@H]1CC[C@@H]2O)CCC4=CC(=O)CC[C@H]34 (19-Nor-testosterone), C(C)(=O)[O-] (acetate), ( a ), quartz, N#N (N2), C(C)(=O)[O-] (acetate), CC(=O)OC(=O)C (acetanhydride). Run in N1=CC=CC=C1 (pyridine), C1(=CC=CC=C1)C (toluene), C(Cl)Cl (CH2Cl2). Yields the product C[C@@]12C=CC[C@H]1[C@@H]1CCC3=CC(CC[C@@H]3[C@H]1CC2)=O (Estra-4,16-dien-3-one). The yield is 28.0%. RXN SMILES: [CH3:1][C@@:2]12[C@@H:10](O)[CH2:9][CH2:8][C@H:7]1[C@@H:6]1[CH2:12][CH2:13][C:14]3[C@@H:20]([C@H:5]1[CH2:4][CH2:3]2)[CH2:19][CH2:18][C:16](=[O:17])[CH:15]=3.C([O-])(=O)C.CC(OC(C)=O)=O.N#N>C1(C)C=CC=CC=1.C(Cl)Cl.N1C=CC=CC=1>[CH3:1][C@:2]12[CH2:3][CH2:4][C@H:5]3[C@@H:6]([CH2:12][CH2:13][C:14]4[C@@H:20]3[CH2:19][CH2:18][C:16](=[O:17])[CH:15]=4)[C@@H:7]1[CH2:8][CH:9]=[CH:10]2. Procedure details: This synthesis is depicted in FIG. 11. 19-Nor-testosterone (XIX) is commercially available, e.g., from Chemical Dynamics Corp. It provides the starting material for 19-Nor-16-androstene derivatives. 19-Nor-testosterone (XIX) was converted into the acetate (Hartman, J. A. et al., J. Am. Chem. Soc. (1956) 78:5662) with acetanhydride and pyridine. (a) A solution of this acetate (4.8 g, 15.17 mmol) in toluene (10 ml) was pyrolyzed (b) at 540° (200 Torr, slow N2-stream) in a glass tube packed with qu...